This data is from the Open Reaction Database (ORD), a public repository of structured organic reaction records. The task is: describe an organic reaction: reactants, conditions, products, and yield Reactants: Cl.O1CCOCC1 (hydrogen chloride dioxane), BrC=1C=NC(=NC1)N1CCOCC1 (4-(5-bromopyrimidin-2-yl)morpholine), N1(CCNCC1)C(=O)OC(C)(C)C (tert-butyl piperazine-1-carboxylate), C=1C=CC(=CC1)P(C=2C=CC=CC2)C3=CC=C4C=CC=CC4=C3C5=C6C=CC=CC6=CC=C5P(C=7C=CC=CC7)C=8C=CC=CC8 (BINAP), CC(C)([O-])C.[K+] (potassium tert-butoxide). Reagents/catalysts: C=1C=CC(=CC1)/C=C/C(=O)/C=C/C2=CC=CC=C2.C=1C=CC(=CC1)/C=C/C(=O)/C=C/C2=CC=CC=C2.C=1C=CC(=CC1)/C=C/C(=O)/C=C/C2=CC=CC=C2.[Pd].[Pd] (Pd2(dba)3). Run in CCO (EtOH), C1(=CC=CC=C1)C (toluene). Run at temperature 90 celsius, time 8 hour. The product is N1(CCNCC1)C=1C=NC(=NC1)N1CCOCC1 (4-[5-(piperazin-1-yl)pyrimidin-2-yl]morpholine). Yield: 33.4%. As a reaction SMILES: Br[C:2]1[CH:3]=[N:4][C:5]([N:8]2[CH2:13][CH2:12][O:11][CH2:10][CH2:9]2)=[N:6][CH:7]=1.[N:14]1(C(OC(C)(C)C)=O)[CH2:19][CH2:18][NH:17][CH2:16][CH2:15]1.C1C=CC(P(C2C(C3C(P(C4C=CC=CC=4)C4C=CC=CC=4)=CC=C4C=3C=CC=C4)=C3C(C=CC=C3)=CC=2)C2C=CC=CC=2)=CC=1.CC(C)([O-])C.[K+].Cl.O1CCOCC1>C1C=CC(/C=C/C(/C=C/C2C=CC=CC=2)=O)=CC=1.C1C=CC(/C=C/C(/C=C/C2C=CC=CC=2)=O)=CC=1.C1C=CC(/C=C/C(/C=C/C2C=CC=CC=2)=O)=CC=1.[Pd].[Pd].CCO.C1(C)C=CC=CC=1>[N:14]1([C:2]2[CH:3]=[N:4][C:5]([N:8]3[CH2:13][CH2:12][O:11][CH2:10][CH2:9]3)=[N:6][CH:7]=2)[CH2:19][CH2:18][NH:17][CH2:16][CH2:15]1 |f:3.4,5.6,7.8.9.10.11|. Procedure details: Under argon atmosphere, 4-(5-bromopyrimidin-2-yl)morpholine (700 mg) and tert-butyl piperazine-1-carboxylate (800 mg) were mixed with toluene (10 ml), and Pd2(dba)3 (130 mg), BINAP (260 mg), and potassium tert-butoxide (500 mg) were added thereto, followed by stirring at 90° C. overnight. The reaction mixture was cooled to room temperature, the reaction mixture was concentrated under reduced pressure, and the residue was purified by silica gel column chromatography (hexane/EtOAc). The purified p... Reactants: CCOC(=O)CCCBr, COc1ccc(CN2CCNC(=O)C2=O)c(OC)c1. Product: CCOC(=O)CCCN1CCN(Cc2ccc(OC)cc2OC)C(=O)C1=O. RXN SMILES: [Br:20][CH2:21][CH2:22][CH2:23][C:24](=[O:25])[O:26][CH2:27][CH3:28].[CH3:1][O:2][c:3]1[c:4]([CH2:5][N:6]2[C:7](=[O:13])[C:8](=[O:12])[NH:9][CH2:10][CH2:11]2)[cH:14][cH:15][c:16]([O:18][CH3:19])[cH:17]1>>[CH3:1][O:2][c:3]1[c:4]([CH2:5][N:6]2[C:7](=[O:13])[C:8](=[O:12])[N:9]([CH2:21][CH2:22][CH2:23][C:24](=[O:25])[O:26][CH2:27][CH3:28])[CH2:10][CH2:11]2)[cH:14][cH:15][c:16]([O:18][CH3:19])[cH:17]1. The reactants are N1=C(C=CC2=CC=CC=C12)C(=O)O (quinoline-2-carboxylic acid), S(=O)(Cl)Cl (thionyl chloride), C(C1=CC=CC=C1)[C@H]1NCC[C@@H](C1)N(C(C(F)(F)F)=O)CC1=CC=NC2=CC=CC=C12 ((2R*,4S*)-2-benzyl-N-(4-quinolylmethyl)-N-trifluoroacetyl-4-piperidinamine), N (ammonia). Solvent: C(Cl)Cl.CO (methylene chloride methanol). Yields the product C(C1=CC=CC=C1)[C@H]1N(CC[C@@H](C1)N(C(C(F)(F)F)=O)CC1=CC=NC2=CC=CC=C12)C(=O)C1=NC2=CC=CC=C2C=C1 ((2R*,4S*)-2-Benzyl-1-(2-quinolinylcarbonyl)-N-(4-quinolylmethyl)-N-trifluoroacetyl-4-piperidinamine). Reaction SMILES: [N:1]1[C:10]2[C:5](=[CH:6][CH:7]=[CH:8][CH:9]=2)[CH:4]=[CH:3][C:2]=1[C:11]([OH:13])=O.S(Cl)(Cl)=O.[CH2:18]([C@@H:25]1[CH2:30][C@@H:29]([N:31]([CH2:38][C:39]2[C:48]3[C:43](=[CH:44][CH:45]=[CH:46][CH:47]=3)[N:42]=[CH:41][CH:40]=2)[C:32](=[O:37])[C:33]([F:36])([F:35])[F:34])[CH2:28][CH2:27][NH:26]1)[C:19]1[CH:24]=[CH:23][CH:22]=[CH:21][CH:20]=1.N>C(Cl)Cl.CO>[CH2:18]([C@@H:25]1[CH2:30][C@@H:29]([N:31]([CH2:38][C:39]2[C:48]3[C:43](=[CH:44][CH:45]=[CH:46][CH:47]=3)[N:42]=[CH:41][CH:40]=2)[C:32](=[O:37])[C:33]([F:35])([F:36])[F:34])[CH2:28][CH2:27][N:26]1[C:11]([C:2]1[CH:3]=[CH:4][C:5]2[C:10](=[CH:9][CH:8]=[CH:7][CH:6]=2)[N:1]=1)=[O:13])[C:19]1[CH:20]=[CH:21][CH:22]=[CH:23][CH:24]=1 |f:4.5|. Procedure: 97 mg (0.56 mmol) of quinoline-2-carboxylic acid are reacted in analogy to Example 2j first with 58 μl (0.795 mmol) of thionyl chloride and subsequently with 200 mg (0.468 mmol) of (2R*,4S*)-2-benzyl-N-(4-quinolylmethyl)-N-trifluoroacetyl-4-piperidinamine to give the product. TLC: methylene chloride/methanol/conc. ammonia (700:50:1) Rf =0.45, FD-MS: M+ =582. Starting materials: CCc1cc(=O)c(C(=O)OC)c(CC)[nH]1, CO, ClCCl, C[Al](C)N. The product is CCc1cc(=O)c(C(N)=O)c(CC)[nH]1. Reaction SMILES: [CH2:5]([CH3:6])[c:7]1[nH:8][c:9]([CH2:18][CH3:19])[cH:10][c:11](=[O:17])[c:12]1[C:13](=[O:14])[O:15][CH3:16].[CH3:20][OH:21].[Cl:22][CH2:23][Cl:24].[NH2:1][Al:2]([CH3:3])[CH3:4]>>[NH2:1][C:13]([c:12]1[c:7]([CH2:5][CH3:6])[nH:8][c:9]([CH2:18][CH3:19])[cH:10][c:11]1=[O:17])=[O:14]. Starting materials: ClCCC[Si](OC)(OC)OC (gamma-chloropropyltrimethoxysilane), C[O-].[Na+] (sodium methoxide), C(CCCCCCC)NC (octylmethylamine), amine. Run in CO (methanol), CO (methanol). Yields the product C(CCCCCCC)C(CC[Si](OC)(OC)OC)NC (gamma-octylmethylaminopropyltrimethoxysilane). RXN SMILES: ClC[CH2:3][CH2:4][Si:5]([O:10][CH3:11])([O:8][CH3:9])[O:6][CH3:7].[CH2:12]([NH:20][CH3:21])[CH2:13][CH2:14][CH2:15][CH2:16][CH2:17][CH2:18][CH3:19].[CH3:22][O-].[Na+]>CO>[CH2:13]([CH:12]([NH:20][CH3:21])[CH2:3][CH2:4][Si:5]([O:10][CH3:11])([O:8][CH3:9])[O:6][CH3:7])[CH2:14][CH2:15][CH2:16][CH2:17][CH2:18][CH2:19][CH3:22] |f:2.3|. Procedure: A mixture of 19.9 grams of gamma-chloropropyltrimethoxysilane (commercially available) and 14.3 gm. of octylmethylamine is heated to 100°-120° C. for 16 hours. NMR indicated complete quaternization of the amine. To this mixture is added 0.1 mole of sodium methoxide in 50 ml. of methanol. After stirring for 6 hours the methanol is removed under vacuum and the residue is dissolved in cold hexane and filtered to yield gamma-octylmethylaminopropyltrimethoxysilane. To this product is added 0.1 mole o... Starting materials: CCOC(=O)CCC(C)Br, O=C([O-])[O-], CC(=O)CC(C)C, CN(c1ccc(O)cc1)c1nc2cc(Cl)ccc2o1, CSc1nc2ccccc2o1, [K+], [K+]. The product is CCOC(=O)CCC(C)Oc1ccc(N(C)c2nc3cc(Cl)ccc3o2)cc1. RXN SMILES: [Br:31][CH:32]([CH2:33][CH2:34][C:35](=[O:36])[O:37][CH2:38][CH3:39])[CH3:40].[C:41](=[O:42])([O-:43])[O-:44].[CH2:47]([C:48]([CH3:49])=[O:50])[CH:51]([CH3:52])[CH3:53].[CH3:1][N:2]([c:3]1[o:4][c:5]2[c:6]([n:7]1)[cH:8][c:9]([Cl:12])[cH:10][cH:11]2)[c:13]1[cH:14][cH:15][c:16]([OH:19])[cH:17][cH:18]1.[CH3:20][S:21][c:22]1[o:23][c:24]2[cH:25][cH:26][cH:27][cH:28][c:29]2[n:30]1.[K+:45].[K+:46]>>[CH3:1][N:2]([c:3]1[o:4][c:5]2[c:6]([n:7]1)[cH:8][c:9]([Cl:12])[cH:10][cH:11]2)[c:13]1[cH:14][cH:15][c:16]([O:19][CH:32]([CH2:33][CH2:34][C:35](=[O:36])[O:37][CH2:38][CH3:39])[CH3:40])[cH:17][cH:18]1. Starting materials: N1C=NC=2C=NC=CC21 (Imidazo[4,5-c]pyridine), OO (H2O2), FC(C(=O)O)(F)F (trifluoroacetic acid), OO (H2O2). Solvent: C(C)(=O)O (acetic acid). Reaction conditions: temperature 73 celsius, time 3 day. Product: N1C=NC=2C=[N+](C=CC21)[O-] (1H-Imidazo[4,5-c]pyridine-5-oxide). RXN SMILES: [NH:1]1[C:9]2[CH:8]=[CH:7][N:6]=[CH:5][C:4]=2[N:3]=[CH:2]1.OO.FC(F)(F)C(O)=[O:15]>C(O)(=O)C>[NH:1]1[C:9]2[CH:8]=[CH:7][N+:6]([O-:15])=[CH:5][C:4]=2[N:3]=[CH:2]1. Procedure details: 1H Imidazo[4,5-c]pyridine (4.0 g, 33.6 mmol) was dissolved in 60 ml of fresh acetic acid, heated to 73° C.±1° C. and to the solution was added 8.8 ml of 30% H2O2 (78 mmol). After stirring and heating at 73° C. for 24 hrs, an additional 5 ml of H2O2 was added as well as 1 ml of trifluoroacetic acid. Heating at 73° C. was continued for an additional 3 days. After concentrating, an aliquot NMR (D2O) shows a 2:1 product: starting material mixture. Concentration of the main reaction mixture was follo...